Task: describe an organic reaction: reactants, conditions, products, and yield. Dataset: the Open Reaction Database (ORD), a public repository of structured organic reaction records Reactants: [N+](=O)([O-])C=1C=C(C=CC1)CC#N ((3-nitro-phenyl)-acetonitrile), [Cl-].N (ammonia chloride). The reagents and catalysts are [Fe] (iron). The solvent is CCO (EtOH), O (water). Reaction conditions: temperature 85 celsius. Yields the product NC=1C=C(C=CC1)CC#N ((3-Amino-phenyl)-acetonitrile). Isolated yield 96.3%. RXN SMILES: [N+:1]([C:4]1[CH:5]=[C:6]([CH2:10][C:11]#[N:12])[CH:7]=[CH:8][CH:9]=1)([O-])=O.[Cl-].N>CCO.O.[Fe]>[NH2:1][C:4]1[CH:5]=[C:6]([CH2:10][C:11]#[N:12])[CH:7]=[CH:8][CH:9]=1 |f:1.2|. Procedure details: A mixture of (3-nitro-phenyl)-acetonitrile (2.00 g, 12.35 mmol), iron dust (2.07 g, 37.03 mmol) and ammonia chloride (1.96 g, 37.03 mmol) in EtOH (20 mL) and water (4 mL) was refluxed at 85° C. for 1 h. The reaction mixture was filtered through cellite and rinsed with EtOH. The combined filtrate was concentrated and the residue was purified by silica gel column chromatography (20% ethyl acetate in petroleum ether) to afford the title compound (1.57 g, 11.89 mmol, 96% yield) as a pale-yellow soli... The product is Cc1c(Cc2ccncc2S(=O)(=O)c2ccc(F)cc2)c2cc(F)ccc2n1CC(=O)O. Reaction SMILES: [CH3:1][O:2][C:3]([CH2:4][n:5]1[c:6]([CH3:32])[c:7]([CH2:15][c:16]2[c:17]([S:22](=[O:23])(=[O:24])[c:25]3[cH:26][cH:27][c:28]([F:31])[cH:29][cH:30]3)[cH:18][n:19][cH:20][cH:21]2)[c:8]2[cH:9][c:10]([F:14])[cH:11][cH:12][c:13]12)=[O:33].[ClH:36].[Na+:35].[O:37]1[CH2:38][CH2:39][CH2:40][CH2:41]1.[OH-:34]>>[O:2]=[C:3]([CH2:4][n:5]1[c:6]([CH3:32])[c:7]([CH2:15][c:16]2[c:17]([S:22](=[O:23])(=[O:24])[c:25]3[cH:26][cH:27][c:28]([F:31])[cH:29][cH:30]3)[cH:18][n:19][cH:20][cH:21]2)[c:8]2[cH:9][c:10]([F:14])[cH:11][cH:12][c:13]12)[OH:33]. Starting materials: COC(=O)Cn1c(C)c(Cc2ccncc2S(=O)(=O)c2ccc(F)cc2)c2cc(F)ccc21, Cl, [Na+], C1CCOC1, [OH-]. The reactants are N1=CC=CC=C1 (pyridine), C(C)(=O)OC=O (formic acetic anhydride), FC(C1=CC=C(C=C1)NC(=O)N1N=C(C(C1)NCCC)C1=CC=C(C=C1)OCCC)(F)F (N-(4-trifluoromethylphenyl)-3-(4-propoxyphenyl)-4-(N-propylamino)-4,5,-dihydro-1H-pyrazole-1-carboxamide). Solvent: C(C)(=O)OCC (ethyl acetate). Run at temperature 0 celsius, time 30 minute. Product: FC(C1=CC=C(C=C1)NC(=O)N1N=C(C(C1)N(CCC)C=O)C1=CC=C(C=C1)OCCC)(F)F (N-(4-trifluoromethylphenyl)-3-(4-propoxyphenyl)-4-(N-formyl-N-propylamino)-4,5,-dihydro-1H-pyrazole-1-carboxamide). Yield: 78.3%. Reaction SMILES: [F:1][C:2]([F:32])([F:31])[C:3]1[CH:8]=[CH:7][C:6]([NH:9][C:10]([N:12]2[CH2:16][CH:15]([NH:17][CH2:18][CH2:19][CH3:20])[C:14]([C:21]3[CH:26]=[CH:25][C:24]([O:27][CH2:28][CH2:29][CH3:30])=[CH:23][CH:22]=3)=[N:13]2)=[O:11])=[CH:5][CH:4]=1.N1C=CC=CC=1.[C:39](OC=O)(=[O:41])C>C(OCC)(=O)C>[F:32][C:2]([F:1])([F:31])[C:3]1[CH:8]=[CH:7][C:6]([NH:9][C:10]([N:12]2[CH2:16][CH:15]([N:17]([CH:39]=[O:41])[CH2:18][CH2:19][CH3:20])[C:14]([C:21]3[CH:22]=[CH:23][C:24]([O:27][CH2:28][CH2:29][CH3:30])=[CH:25][CH:26]=3)=[N:13]2)=[O:11])=[CH:5][CH:4]=1. Reported procedure: To 3.0 g (6.7 mmole) of N-(4-trifluoromethylphenyl)-3-(4-propoxyphenyl)-4-(N-propylamino)-4,5,-dihydro-1H-pyrazole-1-carboxamide (Example 586) dissolved in 25 ml of ethyl acetate and cooled to 0° C., was added 2.4 g (30 mmole) of pyridine and 4.0 g (28 mmole) of formic acetic anhydride mixture (Example 621a). After 30 minutes, the reaction mixture was washed with water and brine, concentrated in vacuo, and chromatographed over silica gel using hexanes and ethyl acetate to yield 2.5 g of the desi... The reactants are ClCCl, C1CCOC1, CCN1C(=O)CN(C(C)=O)Cc2ccc(Nc3ncc(Cl)c(Nc4ccsc4C(=O)NC)n3)cc21, CO, CN, CN, O. The product is CCN1C(=O)CNCc2ccc(Nc3ncc(Cl)c(Nc4ccsc4C(=O)NC)n3)cc21. RXN SMILES: [CH2:36]([Cl:37])[Cl:38].[CH2:46]1[O:47][CH2:48][CH2:49][CH2:50]1.[CH3:1][NH:2][C:3](=[O:4])[c:5]1[s:6][cH:7][cH:8][c:9]1[NH:10][c:11]1[n:12][c:13]([NH:18][c:19]2[cH:20][cH:21][c:22]3[c:23]([cH:35]2)[N:24]([CH2:33][CH3:34])[C:25](=[O:32])[CH2:26][N:27]([C:29](=[O:30])[CH3:31])[CH2:28]3)[n:14][cH:15][c:16]1[Cl:17].[CH3:39][OH:40].[CH3:42][NH2:43].[CH3:44][NH2:45].[OH2:41]>>[CH3:1][NH:2][C:3](=[O:4])[c:5]1[s:6][cH:7][cH:8][c:9]1[NH:10][c:11]1[n:12][c:13]([NH:18][c:19]2[cH:20][cH:21][c:22]3[c:23]([cH:35]2)[N:24]([CH2:33][CH3:34])[C:25](=[O:32])[CH2:26][NH:27][CH2:28]3)[n:14][cH:15][c:16]1[Cl:17].